This data is from the Open Reaction Database (ORD), a public repository of structured organic reaction records. The task is: describe an organic reaction: reactants, conditions, products, and yield The reactants are FC1=C(C=CC=C1)C1CC(=CC(C1)O)C (5-(2-fluorophenyl)-3-methyl-2-cyclohexen-1-ol), [S] (sulfur). Conditions: time 60 hour. Yields the product FC1=C(C=CC=C1)C1=CC(=CC=C1)C (2'-fluoro-3-methyl[1,1'-biphenyl]). Reaction SMILES: [F:1][C:2]1[CH:7]=[CH:6][CH:5]=[CH:4][C:3]=1[CH:8]1[CH2:13][CH:12](O)[CH:11]=[C:10]([CH3:15])[CH2:9]1.[S]>>[F:1][C:2]1[CH:7]=[CH:6][CH:5]=[CH:4][C:3]=1[C:8]1[CH:13]=[CH:12][CH:11]=[C:10]([CH3:15])[CH:9]=1 |^3:15|. Procedure details: A mixture of 5-(2-fluorophenyl)-3-methyl-2-cyclohexen-1-ol (16.6 g, 0.08 mole) and sulfur (7.8 g, 0.24 mole) was heated at 180°-230° for 7.5 hours. The reaction mixture then stood at room temperature for approximately 60 hours before it was distilled under reduced pressure to give 2'-fluoro-3-methyl[1,1'-biphenyl].